The task is: describe an organic reaction: reactants, conditions, products, and yield. This data is from the Open Reaction Database (ORD), a public repository of structured organic reaction records. The reactants are C=CCBr, CCCC[N+](CCCC)(CCCC)CCCC, CCCN1CCCC(c2cccc(O)c2)C1, ClCCl, Cl, [Na+], [OH-], O=S(=O)([O-])O. Yields the product C=CCOc1cccc(C2CCCN(CCC)C2)c1, Cl. RXN SMILES: [CH2:18]([CH:19]=[CH2:20])[Br:21].[CH2:29]([N+:30]([CH2:31][CH2:32][CH2:33][CH3:34])([CH2:35][CH2:36][CH2:37][CH3:38])[CH2:39][CH2:40][CH2:41][CH3:42])[CH2:43][CH2:44][CH3:45].[CH2:2]([CH2:3][CH3:4])[N:5]1[CH2:6][CH:7]([c:11]2[cH:12][c:13]([OH:17])[cH:14][cH:15][cH:16]2)[CH2:8][CH2:9][CH2:10]1.[Cl:46][CH2:47][Cl:48].[ClH:1].[Na+:23].[OH-:22].[S:24]([O-:25])([OH:26])(=[O:27])=[O:28]>>[CH2:2]([CH2:3][CH3:4])[N:5]1[CH2:6][CH:7]([c:11]2[cH:12][c:13]([O:17][CH2:20][CH:19]=[CH2:18])[cH:14][cH:15][cH:16]2)[CH2:8][CH2:9][CH2:10]1.[ClH:1]. The reactants are C(C)(=O)OCC (ethyl acetate), NC=1SC=C(N1)C(C(=O)NC1[C@@H]2N(C(=C(CS2)C=C)C(=O)[O-])C1=O)=NOC.[Na+] (sodium 7-[2-(2-aminothiazol-4-yl)-2-methoxyiminoacetamido]-3-vinyl-3-cephem-4-carboxylate), BrC1OC(=O)C2=CC=CC=C12 (3-bromophthalide), [I-].[Na+] (sodium iodide). Run in O (water), CN(C=O)C (N,N-dimethylformamide). Conditions: time 40 minute. Yields the product NC=1SC=C(N1)C(C(=O)NC1[C@@H]2N(C(=C(CS2)C=C)C(=O)OC2OC(=O)C3=CC=CC=C23)C1=O)=NOC (phthalid-3-yl 7-[2(2-aminothiazol-4-yl)-2-methoxyiminoacetamido]-3-vinyl-3-cephem-4-carboxylate). The yield is 51.6%. RXN SMILES: [NH2:1][C:2]1[S:3][CH:4]=[C:5]([C:7](=[N:25][O:26][CH3:27])[C:8]([NH:10][CH:11]2[C:23](=[O:24])[N:13]3[C:14]([C:20]([O-:22])=[O:21])=[C:15]([CH:18]=[CH2:19])[CH2:16][S:17][C@H:12]23)=[O:9])[N:6]=1.[Na+].Br[CH:30]1[C:39]2[C:34](=[CH:35][CH:36]=[CH:37][CH:38]=2)[C:32](=[O:33])[O:31]1.[I-].[Na+].C(OCC)(=O)C>CN(C)C=O.O>[NH2:1][C:2]1[S:3][CH:4]=[C:5]([C:7](=[N:25][O:26][CH3:27])[C:8]([NH:10][CH:11]2[C:23](=[O:24])[N:13]3[C:14]([C:20]([O:22][CH:30]4[C:39]5[C:34](=[CH:35][CH:36]=[CH:37][CH:38]=5)[C:32](=[O:33])[O:31]4)=[O:21])=[C:15]([CH:18]=[CH2:19])[CH2:16][S:17][C@H:12]23)=[O:9])[N:6]=1 |f:0.1,3.4|. Reported procedure: To a solution of sodium 7-[2-(2-aminothiazol-4-yl)-2-methoxyiminoacetamido]-3-vinyl-3-cephem-4-carboxylate (syn isomer)(2.16 g) in N,N-dimethylformamide (20 ml) were added 3-bromophthalide (1.3 g) and sodium iodide (1.35 g), and the mixture was stirred at ambient temperature for 40 minutes. Thereto were added ethyl acetate (100 ml) and water (50 ml), and the separated ethyl acetate layer was washed with a saturated aqueous solution of sodium bicarbonate and an aqueous solution of sodium chloride... The reactants are S1C(=NC2=C1C=CC=C2)COC2=CC1=C(N(C(=N1)[C@@H]1[C@@H](CCCC1)C(=O)O)CC1=CC=C(C=C1)Br)C=C2 (racemic cis-2-(5-(benzo[d]thiazol-2-ylmethoxy)-1-(4-bromobenzyl)-1H-benzo[d]imidazol-2-yl)cyclohexanecarboxylic acid), COC1=CC=C(C=N1)B(O)O ((6-methoxypyridin-3-yl)boronic acid). Procedure details: The title compound was prepared using analogous conditions described in Step A of Example 97 using racemic cis-2-(5-(benzo[d]thiazol-2-ylmethoxy)-1-(4-bromobenzyl)-1H-benzo[d]imidazol-2-yl)cyclohexanecarboxylic acid and (6-methoxypyridin-3-yl)boronic acid. MS (ESI): mass calcd. for C35H32N4O4S, 604.73; m/z found, 605.1 [M+H]+. 1H NMR (400 MHz, CD3OD) δ 8.38-8.28 (dd, J=2.6, 0.8, 1H), 8.06-7.96 (m, 2H), 7.96-7.88 (dd, J=8.7, 2.6, 1H), 7.63-7.57 (m, 2H), 7.57-7.52 (m, 2H), 7.49-7.43 (m, 1H), 7.43-... As a reaction SMILES: [S:1]1[C:5]2[CH:6]=[CH:7][CH:8]=[CH:9][C:4]=2[N:3]=[C:2]1[CH2:10][O:11][C:12]1[CH:37]=[CH:36][C:15]2[N:16]([CH2:28][C:29]3[CH:34]=[CH:33][C:32](Br)=[CH:31][CH:30]=3)[C:17]([C@H:19]3[CH2:24][CH2:23][CH2:22][CH2:21][C@H:20]3[C:25]([OH:27])=[O:26])=[N:18][C:14]=2[CH:13]=1.[CH3:38][O:39][C:40]1[N:45]=[CH:44][C:43](B(O)O)=[CH:42][CH:41]=1>>[S:1]1[C:5]2[CH:6]=[CH:7][CH:8]=[CH:9][C:4]=2[N:3]=[C:2]1[CH2:10][O:11][C:12]1[CH:37]=[CH:36][C:15]2[N:16]([CH2:28][C:29]3[CH:34]=[CH:33][C:32]([C:43]4[CH:44]=[N:45][C:40]([O:39][CH3:38])=[CH:41][CH:42]=4)=[CH:31][CH:30]=3)[C:17]([C@H:19]3[CH2:24][CH2:23][CH2:22][CH2:21][C@H:20]3[C:25]([OH:27])=[O:26])=[N:18][C:14]=2[CH:13]=1. The product is S1C(=NC2=C1C=CC=C2)COC2=CC1=C(N(C(=N1)[C@@H]1[C@@H](CCCC1)C(=O)O)CC1=CC=C(C=C1)C=1C=NC(=CC1)OC)C=C2 (racemic cis-2-(5-(Benzo[d]thiazol-2-ylmethoxy)-1-(4-(6-methoxypyridin-3-yl)benzyl)-1H-benzo[d]imidazol-2-yl)cyclohexanecarboxylic acid). Reactants: C(CCC)[Li] (n-butyllithium), CC=1C=NC=CC1NC(OC(C)(C)C)=O (tert-butyl (3-methylpyridin-4-yl)carbamate), FC1=C(C=O)C=CC=N1 (2-fluoronicotinaldehyde). Solvent: C1CCOC1 (THF), C1CCOC1 (THF). Conditions: temperature 0 celsius, time 10 minute. The product is FC1=NC=CC=C1C(CC=1C=NC=CC1NC(OC(C)(C)C)=O)O (tert-Butyl 3-[2-(2-fluoropyridin-3-yl)-2-hydroxyethyl]pyridin-4-ylcarbamate). Yield: 34.4%. RXN SMILES: [CH3:1][C:2]1[CH:3]=[N:4][CH:5]=[CH:6][C:7]=1[NH:8][C:9](=[O:15])[O:10][C:11]([CH3:14])([CH3:13])[CH3:12].C([Li])CCC.[F:21][C:22]1[N:29]=[CH:28][CH:27]=[CH:26][C:23]=1[CH:24]=[O:25]>C1COCC1>[F:21][C:22]1[C:23]([CH:24]([OH:25])[CH2:1][C:2]2[CH:3]=[N:4][CH:5]=[CH:6][C:7]=2[NH:8][C:9](=[O:15])[O:10][C:11]([CH3:12])([CH3:14])[CH3:13])=[CH:26][CH:27]=[CH:28][N:29]=1. Reported procedure: A solution of tert-butyl (3-methylpyridin-4-yl)carbamate (1.00 g, 4.80 mmol, Intermediate D-2) in THF (50 mL) was cooled to −78° C. under an atmosphere of nitrogen. A solution of n-butyllithium (4.80 mL, 2.5 M in hexane, 12.0 mmol) was added slowly maintaining the internal temperature below −65° C. After the addition, the mixture was warmed to 0° C. for 20 minutes (orange suspension turned homogeneous). The solution was then cooled to −78° C. and 2-fluoronicotinaldehyde (0.901 g, 7.20 mol, Inter... Reactants: OC=1C2=C(N=C(N1)C1=CC=CC=C1)C=1C=CC=CC1N2 (4-Hydroxy-2-phenyl-5H-indolo[3,2-d]pyrimidine), P(=O)(Cl)(Cl)Cl (phosphorous oxychloride). Solvent: O1CCOCC1 (dioxane). Yields the product ClC=1C2=C(N=C(N1)C1=CC=CC=C1)C=1C=CC=CC1N2 (4-Chloro-2-phenyl-5H-indolo[3,2-d]pyrimidine). As a reaction SMILES: O[C:2]1[C:3]2[NH:20][C:19]3[CH:18]=[CH:17][CH:16]=[CH:15][C:14]=3[C:4]=2[N:5]=[C:6]([C:8]2[CH:13]=[CH:12][CH:11]=[CH:10][CH:9]=2)[N:7]=1.P(Cl)(Cl)([Cl:23])=O>O1CCOCC1>[Cl:23][C:2]1[C:3]2[NH:20][C:19]3[CH:18]=[CH:17][CH:16]=[CH:15][C:14]=3[C:4]=2[N:5]=[C:6]([C:8]2[CH:13]=[CH:12][CH:11]=[CH:10][CH:9]=2)[N:7]=1. Procedure: A mixture of 4-Hydroxy-2-phenyl-5H-indolo[3,2-d]pyrimidine (800 mg), phosphorous oxychloride (10 mL), and dioxane (10 mL) was refluxed for 40 min. The reaction mixture was concentrated in vacuo and the residue was treated with saturated ammonium chloride and methylene chloride. After drying over magnesium sulfate the solvent was removed in vacuo and the residue was triturated with ether/hexane to afford 4-Chloro-2-phenyl-5H-indolo[3,2-d]pyrimidine (Compound 3) as a white solid. Reactants: ClC1(C(C(C1(F)F)(F)F)(Cl)F)F (1,2-dichlorohexafluorocyclobutane), FC1(C(C(=C1F)F)(F)F)F (hexafluorocyclobutene). Product: FC1(C(C=C1Cl)(F)F)F (tetrafluoro-1-chlorocyclobutene). RXN SMILES: [Cl:1][C:2]1(F)[C:5]([F:7])([F:6])[C:4]([F:9])([F:8])[C:3]1(F)Cl.FC1(F)C(F)=C(F)C1(F)F>>[F:6][C:5]1([F:7])[C:2]([Cl:1])=[CH:3][C:4]1([F:9])[F:8]. Procedure: The conversion of 1,2-dichlorohexafluorocyclobutane was 30%, the selectivity of the targeted hexafluorocyclobutene was 96% and a 3.5% selectivity of tetrafluoro-1-chlorocyclobutene was formed as the by-product. The selectivity and the conversion were calculated by multiplying the correction coefficient, which was independently determined by the gas chromatography peak areas. The same procedure was used for the following operations.